This data is from the Open Reaction Database (ORD), a public repository of structured organic reaction records. The task is: describe an organic reaction: reactants, conditions, products, and yield Procedure details: Prepared by proceeding in a similar manner to Intermediate 127, starting from benzyl N—((R)-1-ethylpyrrolidin-3-yl)-N-methylcarbamate (Intermediate 133) as a light coloured viscous oil, which was used without further characterization. Yields the product Cl.Cl.C(C)N1C[C@@H](CC1)NC (N—((R)-1-Ethylpyrrolidin-3-yl)-N-methylamine dihydrochloride). Starting materials: Cl.Cl.C(C)N1C[C@H](CC1)NC (N—((S)-1-ethylpyrrolidin-3-yl)-N-methylamine dihydrochloride), C(C)N1C[C@@H](CC1)N(C(OCC1=CC=CC=C1)=O)C (benzyl N—((R)-1-ethylpyrrolidin-3-yl)-N-methylcarbamate), C(C)N1C[C@@H](CC1)N(C(OCC1=CC=CC=C1)=O)C (benzyl N—((R)-1-ethylpyrrolidin-3-yl)-N-methylcarbamate). RXN SMILES: [ClH:1].Cl.[CH2:3]([N:5]1[CH2:9][CH2:8][C@H:7]([NH:10][CH3:11])[CH2:6]1)[CH3:4].C(N1CC[C@@H](N(C)C(=O)OCC2C=CC=CC=2)C1)C>>[ClH:1].[ClH:1].[CH2:3]([N:5]1[CH2:9][CH2:8][C@@H:7]([NH:10][CH3:11])[CH2:6]1)[CH3:4] |f:0.1.2,4.5.6|. Starting materials: COC1=C(CN)C=CC=C1OC (2,3-dimethoxybenzylamine), ethyl oxalyl chloride, N1=C(C=CC=C1)CCN (2-(pyridin-2-yl)ethylamine). Product: COC1=C(CNC(C(=O)NCCC2=NC=CC=C2)=O)C=CC=C1OC (N-(2,3-Dimethoxybenzyl)-N′-(2-(pyridin-2-yl)ethyl)oxalamide). Reaction SMILES: [CH3:1][O:2][C:3]1[C:10]([O:11][CH3:12])=[CH:9][CH:8]=[CH:7][C:4]=1[CH2:5][NH2:6].[N:13]1[CH:18]=[CH:17][CH:16]=[CH:15][C:14]=1[CH2:19][CH2:20][NH2:21]>>[CH3:1][O:2][C:3]1[C:10]([O:11][CH3:12])=[CH:9][CH:8]=[CH:7][C:4]=1[CH2:5][NH:6][C:10](=[O:11])[C:3]([NH:21][CH2:20][CH2:19][C:14]1[CH:15]=[CH:16][CH:17]=[CH:18][N:13]=1)=[O:2]. Procedure: Prepared in a similar manner to example 125 using 2,3-dimethoxybenzylamine, ethyl oxalyl chloride, and 2-(pyridin-2-yl)ethylamine; m/e=343 [M+1]. The reactants are FC(C1=C(C=CC=C1)N=C=O)(F)F (2-trifluoromethylphenyl isocyanate), I.N=C1NCCN1 (2-iminoimidazolidine monohydroiodide), [OH-].[Na+] (NaOH), [O-]S(=O)(=O)[O-].[Na+].[Na+] (Na2SO4), [Cl-].[Na+].O (brine). Run in C1CCOC1 (THF), C1CCOC1 (THF). Conditions: temperature -20 celsius, time 0.5 hour. Yields the product Cl.NC=1N(CCN1)C(=O)NC1=C(C=CC=C1)C(F)(F)F (2-Amino-4,5-dihydro-N-(2-trifluoromethylphenyl)-1H-imidazole-1-carboxamide Monohydrochloride). Isolated yield 55.7%. RXN SMILES: I.[NH:2]=[C:3]1[NH:7][CH2:6][CH2:5][NH:4]1.[OH-].[Na+].[O-]S([O-])(=O)=O.[Na+].[Na+].[F:17][C:18]([F:29])([F:28])[C:19]1[CH:24]=[CH:23][CH:22]=[CH:21][C:20]=1[N:25]=[C:26]=[O:27].[Cl-:30].[Na+].O>C1COCC1>[ClH:30].[NH2:2][C:3]1[N:4]([C:26]([NH:25][C:20]2[CH:21]=[CH:22][CH:23]=[CH:24][C:19]=2[C:18]([F:17])([F:28])[F:29])=[O:27])[CH2:5][CH2:6][N:7]=1 |f:0.1,2.3,4.5.6,8.9.10,12.13|. Procedure: A suspension of 42.60 g (0.2 mole) of 2-iminoimidazolidine monohydroiodide in 500 ml THF was treated with 16 g (0.2 mole) of 50% NaOH solution and stirred for 0.5 hour. Twenty grams of anhydrous Na2SO4 were added and the mixture stirred for another 0.5 hour. The mixture was cooled to -20° C. (it was necessary to maintain a temperature of -20° C. at all times to avoid isomerization) under N2 and a solution of 18.71 g (0.1 mole) 2-trifluoromethylphenyl isocyanate in 125 ml THF was added dropwise w... Reactants: O=C([O-])O, CC(C)(C)OC(=O)NC1CCC(NCc2ccccc2)CC1, CCOCC, ClCCl, Cl, [Na+], O. Product: NC1CCC(NCc2ccccc2)CC1. Reaction SMILES: [C:29](=[O:30])([O-:31])[OH:32].[CH2:1]([c:2]1[cH:3][cH:4][cH:5][cH:6][cH:7]1)[NH:8][CH:9]1[CH2:10][CH2:11][CH:12]([NH:15][C:16](=[O:17])[O:18][C:19]([CH3:20])([CH3:21])[CH3:22])[CH2:13][CH2:14]1.[CH3:24][CH2:25][O:26][CH2:27][CH3:28].[Cl:34][CH2:35][Cl:36].[ClH:23].[Na+:33].[OH2:37]>>[CH2:1]([c:2]1[cH:3][cH:4][cH:5][cH:6][cH:7]1)[NH:8][CH:9]1[CH2:10][CH2:11][CH:12]([NH2:15])[CH2:13][CH2:14]1. The reactants are CC1CNCCN1, Clc1cnc(Cl)c(Cl)c1. The product is CC1CN(c2ncc(Cl)cc2Cl)CCN1. As a reaction SMILES: [CH3:10][CH:11]1[NH:12][CH2:13][CH2:14][NH:15][CH2:16]1.[Cl:1][c:2]1[n:3][cH:4][c:5]([Cl:9])[cH:6][c:7]1[Cl:8]>>[c:2]1([N:15]2[CH2:14][CH2:13][NH:12][CH:11]([CH3:10])[CH2:16]2)[n:3][cH:4][c:5]([Cl:9])[cH:6][c:7]1[Cl:8]. Reactants: C1(=CC=CC=C1)C(CC(=O)OCC)CC=1OC=C(N1)C(=O)NCCCNC1=NC=CC=C1 (ethyl (±)-3-phenyl-4-[4-[[[3-(pyridin-2-yl)amino-1-propyl]amino]carbonyl]-1,3-oxazol-2-yl]butanoate), [Li+].[OH-] (LiOH). Run in C1CCOC1.O (THF H2O). Conditions: time 18 hour. Yields the product C1(=CC=CC=C1)C(CC(=O)O)CC=1OC=C(N1)C(=O)NCCCNC1=NC=CC=C1 ((±)-3-Phenyl-4-[4-[[[3-(pyridin-2-yl)amino-1-propyl]amino]carbonyl]-1,3-oxazol-2-yl]butanoic acid). Yield: 51.4%. Reaction SMILES: [C:1]1([CH:7]([CH2:14][C:15]2[O:16][CH:17]=[C:18]([C:20]([NH:22][CH2:23][CH2:24][CH2:25][NH:26][C:27]3[CH:32]=[CH:31][CH:30]=[CH:29][N:28]=3)=[O:21])[N:19]=2)[CH2:8][C:9]([O:11]CC)=[O:10])[CH:6]=[CH:5][CH:4]=[CH:3][CH:2]=1.[Li+].[OH-]>C1COCC1.O>[C:1]1([CH:7]([CH2:14][C:15]2[O:16][CH:17]=[C:18]([C:20]([NH:22][CH2:23][CH2:24][CH2:25][NH:26][C:27]3[CH:32]=[CH:31][CH:30]=[CH:29][N:28]=3)=[O:21])[N:19]=2)[CH2:8][C:9]([OH:11])=[O:10])[CH:2]=[CH:3][CH:4]=[CH:5][CH:6]=1 |f:1.2,3.4|. Reported procedure: To a solution of ethyl (±)-3-phenyl-4-[4-[[[3-(pyridin-2-yl)amino-1-propyl]amino]carbonyl]-1,3-oxazol-2-yl]butanoate (131 mg, 0.30 mmole) in 1:1 THF/H2O (10 mL) was added 1N LiOH (0.36 mL, 0.36 mmole). After 18 hr, the mixture was concentrated under reduced pressure. The residue was dissolved in 20 mL H2O then acidified to pH 6 using 10% HCl. The resulting cloudy solution was extracted with CH2Cl2 (3×75 mL). The organic extracts were dried over MgSO4, filtered, and concentrated under reduced pre... The reactants are CCCCOc1cc(C=C(OC)C(=O)OC)ccc1OS(=O)(=O)C(F)(F)F, Cl, [Li+], C1CCOC1, [OH-], O, O. Product: CCCCOc1cc(C=C(OC)C(=O)O)ccc1OS(=O)(=O)C(F)(F)F. Reaction SMILES: [CH3:4][O:5][C:6]([C:7](=[O:8])[O:9][CH3:10])=[CH:11][c:12]1[cH:13][c:14]([O:26][CH2:27][CH2:28][CH2:29][CH3:30])[c:15]([O:18][S:19](=[O:20])(=[O:21])[C:22]([F:23])([F:24])[F:25])[cH:16][cH:17]1.[ClH:31].[Li+:3].[O:33]1[CH2:34][CH2:35][CH2:36][CH2:37]1.[OH-:2].[OH2:1].[OH2:32]>>[CH3:4][O:5][C:6]([C:7](=[O:8])[OH:9])=[CH:11][c:12]1[cH:13][c:14]([O:26][CH2:27][CH2:28][CH2:29][CH3:30])[c:15]([O:18][S:19](=[O:20])(=[O:21])[C:22]([F:23])([F:24])[F:25])[cH:16][cH:17]1.